From a dataset of the Open Reaction Database (ORD), a public repository of structured organic reaction records. describe an organic reaction: reactants, conditions, products, and yield Reactants: CCO, O=C(c1ccccc1)c1ccc(Cl)c([N+](=O)[O-])c1, NN, O. Product: NNc1ccc(C(=O)c2ccccc2)cc1[N+](=O)[O-]. RXN SMILES: [CH3:22][CH2:23][OH:24].[Cl:4][c:5]1[c:6]([N+:19](=[O:20])[O-:21])[cH:7][c:8]([C:9](=[O:10])[c:11]2[cH:12][cH:13][cH:14][cH:15][cH:16]2)[cH:17][cH:18]1.[NH2:2][NH2:3].[OH2:1]>>[NH:2]([NH2:3])[c:5]1[c:6]([N+:19](=[O:20])[O-:21])[cH:7][c:8]([C:9](=[O:10])[c:11]2[cH:12][cH:13][cH:14][cH:15][cH:16]2)[cH:17][cH:18]1. Reactants: CS(C)=O, Cc1c(Oc2ccc(C#N)cn2)ccc2c1CCC2=O, [K+], [K+], O=C([O-])[O-], O, OO. Yields the product Cc1c(Oc2ccc(C(N)=O)cn2)ccc2c1CCC2=O. RXN SMILES: [CH3:29][S:30]([CH3:31])=[O:32].[CH3:3][c:4]1[c:5]2[c:9]([cH:10][cH:11][c:12]1[O:13][c:14]1[n:15][cH:16][c:17]([C:18]#[N:19])[cH:20][cH:21]1)[C:8](=[O:22])[CH2:7][CH2:6]2.[K+:23].[K+:24].[O-:25][C:26]([O-:27])=[O:28].[OH2:33].[OH:1][OH:2]>>[CH3:3][c:4]1[c:5]2[c:9]([cH:10][cH:11][c:12]1[O:13][c:14]1[n:15][cH:16][c:17]([C:18]([NH2:19])=[O:25])[cH:20][cH:21]1)[C:8](=[O:22])[CH2:7][CH2:6]2. Run in C(C)O (ethanol), hexanes. Reported procedure: A stirred solution of 2-{4-[2-(2-biphenyl-3-yl-5-methyloxazol-4-yl)ethoxy]-phenoxy}-2-methyl propionic acid ethyl ester (345.2 mg, 0.711 mmol) in ethanol (8.9 mL) was treated with NaOH (aq) (0.854 mL of a 5M solution), and heated at reflux for 1 h. The hot solution was acidified to pH 1 with 1M HCl (6 mL). The mixture was cooled to ambient temperature, then further cooled to 0° C. before filtering the product. Following washing with H2O, the product was dried under vacuum at 50° C. to yield 226.... Reactants: C(C)OC(C(C)(C)OC1=CC=C(C=C1)OCCC=1N=C(OC1C)C=1C=C(C=CC1)C1=CC=CC=C1)=O (2-{4-[2-(2-biphenyl-3-yl-5-methyloxazol-4-yl)ethoxy]-phenoxy}-2-methyl propionic acid ethyl ester), [OH-].[Na+] (NaOH), solution, Cl (HCl), C(C)(=O)OCC (ethyl acetate). RXN SMILES: C([O:3][C:4](=[O:36])[C:5]([O:8][C:9]1[CH:14]=[CH:13][C:12]([O:15][CH2:16][CH2:17][C:18]2[N:19]=[C:20]([C:24]3[CH:25]=[C:26]([C:30]4[CH:35]=[CH:34][CH:33]=[CH:32][CH:31]=4)[CH:27]=[CH:28][CH:29]=3)[O:21][C:22]=2[CH3:23])=[CH:11][CH:10]=1)([CH3:7])[CH3:6])C.[OH-].[Na+].Cl.C(OCC)(=O)C>C(O)C>[C:26]1([C:30]2[CH:35]=[CH:34][CH:33]=[CH:32][CH:31]=2)[CH:27]=[CH:28][CH:29]=[C:24]([C:20]2[O:21][C:22]([CH3:23])=[C:18]([CH2:17][CH2:16][O:15][C:12]3[CH:13]=[CH:14][C:9]([O:8][C:5]([CH3:7])([CH3:6])[C:4]([OH:36])=[O:3])=[CH:10][CH:11]=3)[N:19]=2)[CH:25]=1 |f:1.2|. The product is C1(=CC(=CC=C1)C=1OC(=C(N1)CCOC1=CC=C(OC(C(=O)O)(C)C)C=C1)C)C1=CC=CC=C1 (2-{4-[2-(2-Biphenyl-3-yl-5-methyloxazol-4-yl)ethoxy]phenoxy}-2-methylpropionic acid). The reactants are ClC1=C(C(=O)O)C=CC(=C1)S(=O)(=O)C (2-chloro-4-methanesulfonyl benzoic acid), C1(CCCCC1)N=C=NC1CCCCC1 (N,N'-dicyclohexyl carbodiimide), C([O-])([O-])=O.[K+].[K+] (potassium carbonate), C(C)N1N=CC=C1O (1-ethyl-5-hydroxypyrazole). Reaction conditions: temperature 90 celsius, time 1 hour. The product is C(C)N1N=CC(=C1O)C(C1=C(C=C(C=C1)S(=O)(=O)C)Cl)=O (1-ethyl-4-(2-chloro-4-methanesulfonylbenzoyl)-5-hydroxypyrazole). The yield is 81.8%. RXN SMILES: [CH2:1]([N:3]1[C:7]([OH:8])=[CH:6][CH:5]=[N:4]1)[CH3:2].[Cl:9][C:10]1[CH:18]=[C:17]([S:19]([CH3:22])(=[O:21])=[O:20])[CH:16]=[CH:15][C:11]=1[C:12](O)=[O:13].C1(N=C=NC2CCCCC2)CCCCC1.C(=O)([O-])[O-].[K+].[K+]>>[CH2:1]([N:3]1[C:7]([OH:8])=[C:6]([C:12](=[O:13])[C:11]2[CH:15]=[CH:16][C:17]([S:19]([CH3:22])(=[O:21])=[O:20])=[CH:18][C:10]=2[Cl:9])[CH:5]=[N:4]1)[CH3:2] |f:3.4.5|. Reported procedure: After 2.35 g (0.021 mol) of 1-ethyl-5-hydroxypyrazole was dissolved in 20 ml of tert.-amyl alcohole, the mixture was succesively added with 4.69 g (0.02 mol) of 2-chloro-4-methanesulfonyl benzoic acid, 5.33 g (0.021 mol) of N,N'-dicyclohexyl carbodiimide and 1.52 g (0.011 mol) of anhydrous potassium carbonate, and heated at 50°-60° C. for 5 hours, followed by additional stirring for 1 hour at 90° C. Then, the reaction was ceased. After cooling, solvent was distilled off from the reaction solutio...